From a dataset of the Open Reaction Database (ORD), a public repository of structured organic reaction records. describe an organic reaction: reactants, conditions, products, and yield Starting materials: OO (H2O2), C(C)(=O)OC(C)(C)C.[Li] (lithium tert.-butyl acetate), CC=1N=CN(C1)C=1SC=C(N1)C(=O)OCC (ethyl 2-(4-methyl-imidazol-1-yl)-thiazole-4-carboxylate), OS(=O)(=O)O (H2SO4), NC=1SC=C(N1)C(=O)OCC (ethyl 2-amino-4-thiazolecarboxylate), [H-].[Na+] (NaH), N(=C=S)C(C(OC)OC)C (2-isothiocyanato-1,1-dimethoxy-propane), OS(=O)(=O)O (H2SO4). The solvent is CC(=O)O (HOAc), CN(C)C=O (DMF), CCO (EtOH). The product is C(C)(C)(C)OC(CC(=O)C=1N=C(SC1)N1C=NC(=C1)C)=O (3-[2-(4-Methyl-imidazol-1-yl)-thiazol-4-yl]-3-oxo-propionic acid tert.-butyl ester). RXN SMILES: [CH3:1][C:2]1[N:3]=[CH:4][N:5]([C:7]2[S:8][CH:9]=[C:10]([C:12]([O:14]CC)=O)[N:11]=2)[CH:6]=1.NC1SC=C(C(OCC)=O)N=1.[H-].[Na+].N(C(C)C(OC)OC)=C=S.OS(O)(=O)=O.OO.[C:47]([O:50][C:51]([CH3:54])([CH3:53])[CH3:52])(=[O:49])[CH3:48].[Li]>CC(O)=O.CCO.CN(C=O)C>[C:51]([O:50][C:47](=[O:49])[CH2:48][C:12]([C:10]1[N:11]=[C:7]([N:5]2[CH:6]=[C:2]([CH3:1])[N:3]=[CH:4]2)[S:8][CH:9]=1)=[O:14])([CH3:54])([CH3:53])[CH3:52] |f:2.3,7.8,^1:54|. Reported procedure: Prepared from ethyl 2-(4-methyl-imidazol-1-yl)-thiazole-4-carboxylate [prepared from ethyl 2-amino-4-thiazolecarboxylate (CAS-No. [256420-32-3]) by the following synthetic sequence: 1.) NaH, 2-isothiocyanato-1,1-dimethoxy-propane, DMF, 23° C.; 2.) aq. H2SO4, reflux; 3.) EtOH, conc. H2SO4, 23° C.; 4.) 30% H2O2, HOAc, 23° C.] by treatment with lithium tert.-butyl acetate according to general procedure H (method b). Obtained as a brown oil (8.73 g). Starting materials: O.[OH-].[Li+] (lithium hydroxide monohydrate), sodium sulfite 7-hydrate, aqueous solution, Cl (hydrochloric acid), C(C)C(C(=O)N1C(OC[C@@H]1CC1=CC=CC=C1)=O)CC1=CC(=C(C=C1)OC)C(NCC1=CC=C(C=C1)C(F)(F)F)=O ((4S)-3-[2-ethyl-3-[4-methoxy-3-[N-[[4-(trifluoromethyl)phenyl]methyl]carbamoyl]phenyl]propionyl]-4-benzyl-2-oxazolidinone), mixed solution, OO (hydrogen peroxide). Run in O (water), O (water), O (water), O1CCCC1 (tetrahydrofuran). Conditions: time 2 minute. Yields the product C(C)C(C(=O)O)CC1=CC(=C(C=C1)OC)C(NCC1=CC=C(C=C1)C(F)(F)F)=O ((+)-2-ethyl-3-[4-methoxy-3-[N-[[4-(trifluoromethyl)phenyl]methyl]carbamoyl]phenyl]propanoic acid). Yield: 20.0%. As a reaction SMILES: [CH2:1]([CH:3]([CH2:19][C:20]1[CH:25]=[CH:24][C:23]([O:26][CH3:27])=[C:22]([C:28](=[O:41])[NH:29][CH2:30][C:31]2[CH:36]=[CH:35][C:34]([C:37]([F:40])([F:39])[F:38])=[CH:33][CH:32]=2)[CH:21]=1)[C:4](N1[C@@H](CC2C=CC=CC=2)COC1=O)=[O:5])[CH3:2].[OH:42]O.O.[OH-].[Li+].Cl>O.O1CCCC1>[CH2:1]([CH:3]([CH2:19][C:20]1[CH:25]=[CH:24][C:23]([O:26][CH3:27])=[C:22]([C:28](=[O:41])[NH:29][CH2:30][C:31]2[CH:32]=[CH:33][C:34]([C:37]([F:40])([F:39])[F:38])=[CH:35][CH:36]=2)[CH:21]=1)[C:4]([OH:5])=[O:42])[CH3:2] |f:2.3.4|. Reported procedure: (4S)-3-[2-ethyl-3-[4-methoxy-3-[N-[[4-(trifluoromethyl)phenyl]methyl]carbamoyl]phenyl]propionyl]-4-benzyl-2-oxazolidinone (860 mg, 1.51 mmol) was mixed with 8 ml of mixed solution of tetrahydrofuran with water (4:1 v/v), which was cooled with ice under an atmosphere of argon. Under stirring, 611 ml of 30% aqueous hydrogen peroxide was added over 2 minutes, further 101 mg of lithium hydroxide monohydrate dissolved in 2.7 ml of water was added thereto over 2 minutes. After the mixture was stirred ... Starting materials: 1A, BrCCCCC (1-bromopentane), BrCC=1OC(=CC1)C(F)(F)F (2-(bromomethyl)-5-(trifloromethyl)furan), BrC1=C2C=CNC2=CC=C1 (4-bromoindole), COC1=C2C(C(NC2=CC=C1)=O)=O (4-methoxy-1H-indole-2,3-dione). As a reaction SMILES: BrC1C=CC=C2C=1C=CN2.[CH3:11][O:12][C:13]1[CH:21]=[CH:20][CH:19]=[C:18]2[C:14]=1[C:15](=[O:23])[C:16](=[O:22])[NH:17]2.BrCCCCC.Br[CH2:31][C:32]1[O:33][C:34]([C:37]([F:40])([F:39])[F:38])=[CH:35][CH:36]=1>>[CH3:11][O:12][C:13]1[CH:21]=[CH:20][CH:19]=[C:18]2[C:14]=1[C:15](=[O:23])[C:16](=[O:22])[N:17]2[CH2:31][C:32]1[O:33][C:34]([C:37]([F:40])([F:39])[F:38])=[CH:35][CH:36]=1. Product: COC1=C2C(C(N(C2=CC=C1)CC=1OC(=CC1)C(F)(F)F)=O)=O (4-methoxy-1-{[5-(trifluoromethyl)-2-furyl]methyl}-1H-indole-2,3-dione). Reported procedure: Following the procedure as described in PREPARATION 1A, and making non-critical variations to replace 4-bromoindole with 4-methoxy-1H-indole-2,3-dione, and 1-bromopentane with 2-(bromomethyl)-5-(trifloromethyl)furan, the title compound was obtained (26%): MS (ES+) m/z 348.2 (M+23). The reactants are intermediate 19, N1(CCCCC1)C1=C(C=CC=C1)O (2-(piperidin-1-yl)phenol), COC(C(CC1CCCC1)Br)=O (2-bromo-3-cyclopentyl-propionic acid methyl ester), ClC=1C(N(N=CC1Cl)C1OCCCC1)=O (4,5-dichloro-2-(tetrahydropyran-2-yl)-2H-pyridazin-3-one), ClC=1C(N(N=CC1Cl)C1OCCCC1)=O (4,5-dichloro-2-(tetrahydropyran-2-yl)-2H-pyridazin-3-one), COC(C(CC1CCCC1)Br)=O (2-bromo-3-cyclopentyl-propionic acid methyl ester). Yields the product C1(CCCC1)CC(C(=O)O)N1N=CC(=CC1=O)OC1=C(C=CC=C1)N1CCCCC1 (3-cyclopentyl-2-[6-oxo-4-(2-piperidin-1-yl-phenoxy)-6H-pyridazin-1-yl]-propionic acid). Isolated yield 97.0%. As a reaction SMILES: Cl[C:2]1[C:3](=[O:15])[N:4](C2CCCCO2)[N:5]=[CH:6][C:7]=1Cl.[N:16]1([C:22]2[CH:27]=[CH:26][CH:25]=[CH:24][C:23]=2[OH:28])[CH2:21][CH2:20][CH2:19][CH2:18][CH2:17]1.C[O:30][C:31](=[O:40])[CH:32](Br)[CH2:33][CH:34]1[CH2:38][CH2:37][CH2:36][CH2:35]1>>[CH:34]1([CH2:33][CH:32]([N:4]2[C:3](=[O:15])[CH:2]=[C:7]([O:28][C:23]3[CH:24]=[CH:25][CH:26]=[CH:27][C:22]=3[N:16]3[CH2:21][CH2:20][CH2:19][CH2:18][CH2:17]3)[CH:6]=[N:5]2)[C:31]([OH:30])=[O:40])[CH2:38][CH2:37][CH2:36][CH2:35]1. Procedure: In an analogous manner to the stepwise sequence outlined in intermediate 19, starting from 4,5-dichloro-2-(tetrahydropyran-2-yl)-2H-pyridazin-3-one (Intermediate 20) and 2-(piperidin-1-yl)phenol and alkylating with 2-bromo-3-cyclopentyl-propionic acid methyl ester (Intermediate 10) afforded 3-cyclopentyl-2-[6-oxo-4-(2-piperidin-1-yl-phenoxy)-6H-pyridazin-1-yl]-propionic acid (3.3 g, 97%) as a white solid; ESI-MS 412 [M+H+]; HPLC conditions (0.17% trifluoroacetic acid in acetonitrile/water, 50%-1... Reactants: compound 61, NC1=C(OCCCC(=O)OCC)C=CC=C1 (ethyl 4-(2-aminophenoxy)butyrate), ClC1=CC=C(C(C2=CC=C(C=C2)Cl)N2C=CC3=CC(=CC=C23)/C(=C/C(=O)O)/C)C=C1 (3-[1-(4,4'-dichlorobenzhydryl)indol-5-yl]isocrotonic acid). Product: ClC1=CC=C(C(C2=CC=C(C=C2)Cl)N2C=CC3=CC(=CC=C23)/C(=C/C(=O)NC2=C(OCCCC(=O)O)C=CC=C2)/C)C=C1 (4-{2-[3-[1-(4,4'-dichlorobenzhydryl)indol-5-yl]isocrotonoylamino]phenoxy}butyric acid). As a reaction SMILES: [NH2:1][C:2]1[CH:16]=[CH:15][CH:14]=[CH:13][C:3]=1[O:4][CH2:5][CH2:6][CH2:7][C:8]([O:10]CC)=[O:9].[Cl:17][C:18]1[CH:46]=[CH:45][C:21]([CH:22]([N:30]2[C:38]3[C:33](=[CH:34][C:35](/[C:39](/[CH3:44])=[CH:40]/[C:41](O)=[O:42])=[CH:36][CH:37]=3)[CH:32]=[CH:31]2)[C:23]2[CH:28]=[CH:27][C:26]([Cl:29])=[CH:25][CH:24]=2)=[CH:20][CH:19]=1>>[Cl:29][C:26]1[CH:27]=[CH:28][C:23]([CH:22]([N:30]2[C:38]3[C:33](=[CH:34][C:35](/[C:39](/[CH3:44])=[CH:40]/[C:41]([NH:1][C:2]4[CH:16]=[CH:15][CH:14]=[CH:13][C:3]=4[O:4][CH2:5][CH2:6][CH2:7][C:8]([OH:10])=[O:9])=[O:42])=[CH:36][CH:37]=3)[CH:32]=[CH:31]2)[C:21]2[CH:45]=[CH:46][C:18]([Cl:17])=[CH:19][CH:20]=2)=[CH:24][CH:25]=1. Procedure: 217 mg of compound 61 was obtained in a similar manner to those described in the Examples 1 and 2 using 438 mg of ethyl 4-(2-aminophenoxy)butyrate and 429 mg of 3-[1-(4,4'-dichlorobenzhydryl)indol-5-yl]isocrotonic acid obtained according to the procedures described in the Reference Examples 1-4. Starting materials: C1(=CC=CC=C1)C(CCN)C1=CC=CC=C1 (3,3-diphenylpropylamine), C(C)(=O)C1=CC=CC2=CC=CC=C12 (1′-acetonaphthone), solution, C(#N)[BH3-].[Na+] (sodium cyanoborohydride), O (water). The reagents and catalysts are CC([O-])C.[Ti+4].CC([O-])C.CC([O-])C.CC([O-])C (titanium(IV) isopropoxide). The solvent is C(C)OCC (diethyl ether). Conditions: time 4 hour. Product: C1(=CC=CC=C1)C(CCNCCC1=CC=CC2=CC=CC=C12)C1=CC=CC=C1 (N-(3,3-diphenylpropyl)-(1-naphthyl)ethylamine), 3U. Reaction SMILES: [C:1]1([CH:7]([C:11]2[CH:16]=[CH:15][CH:14]=[CH:13][CH:12]=2)[CH2:8][CH2:9][NH2:10])[CH:6]=[CH:5][CH:4]=[CH:3][CH:2]=1.[C:17]([C:20]1[C:29]2[C:24](=[CH:25][CH:26]=[CH:27][CH:28]=2)[CH:23]=[CH:22][CH:21]=1)(=O)[CH3:18].C([BH3-])#N.[Na+].O>C(OCC)C.CC(C)[O-].[Ti+4].CC(C)[O-].CC(C)[O-].CC(C)[O-]>[C:11]1([CH:7]([C:1]2[CH:2]=[CH:3][CH:4]=[CH:5][CH:6]=2)[CH2:8][CH2:9][NH:10][CH2:18][CH2:17][C:20]2[C:29]3[C:24](=[CH:25][CH:26]=[CH:27][CH:28]=3)[CH:23]=[CH:22][CH:21]=2)[CH:12]=[CH:13][CH:14]=[CH:15][CH:16]=1 |f:2.3,6.7.8.9.10|. Procedure details: An equal molar mixture of 3,3-diphenylpropylamine (2.11 g, 10 mmol), 1′-acetonaphthone (1.70 g, 10 mmol) and 1.25 equivalents of titanium(IV) isopropoxide (3.55 g, 12.5 mmol) were stirred 4 hr at rt. The reaction mixture was then treated with a 1 M solution of ethanolic sodium cyanoborohydride (12.5 ml, 12.5 mmol) and stirred 16 hr at rt. The reaction was diluted with diethyl ether (50 ml) and treated with water (0.72 ml, 40 mmol). After mixing thoroughly the mixture was centrifuged and the ethe...